From a dataset of the Open Reaction Database (ORD), a public repository of structured organic reaction records. describe an organic reaction: reactants, conditions, products, and yield The reactants are ClC1=C(C=CC=C1)C(=O)C=1C(=NC(=NC1)SC)Cl ((2-chlorophenyl)-(4-chloro-2-methylsulfanylpyrimidin-5-yl)-methanone), NN (hydrazine). Solvent: C(C)(=O)OCC (ethyl acetate), O1CCCC1 (tetrahydrofuran), CO (methanol), O (water), C(C)O (ethanol). The product is ClC1=C(C=CC=C1)C1=NNC2=NC(=NC=C21)SC (3-(2-chlorophenyl)-6-methylsulfanyl-1H-pyrazolo[3,4-d]pyrimidine). As a reaction SMILES: [Cl:1][C:2]1[CH:7]=[CH:6][CH:5]=[CH:4][C:3]=1[C:8]([C:10]1[C:11](Cl)=[N:12][C:13]([S:16][CH3:17])=[N:14][CH:15]=1)=O.[NH2:19][NH2:20]>C(O)C.C(OCC)(=O)C.O1CCCC1.CO.O>[Cl:1][C:2]1[CH:7]=[CH:6][CH:5]=[CH:4][C:3]=1[C:8]1[C:10]2[C:11](=[N:12][C:13]([S:16][CH3:17])=[N:14][CH:15]=2)[NH:20][N:19]=1. Procedure details: To a solution of (2-chlorophenyl)-(4-chloro-2-methylsulfanylpyrimidin-5-yl)-methanone (5.3 g, 17.72 mmol) in ethanol (25 mL) was added anhydrous hydrazine (1.12 ml, 2 eq) dropwise with stirring. The reaction was then stirred for 20 minutes, after which it was cooled in an ice bath and the precipitated solid was removed by filtration. The solid was rinsed with cold ethanol. The filtrate was concentrated to provide a crude oil, which was diluted with ethyl acetate (80 mL), tetrahydrofuran (10 mL),... Starting materials: O=C(n1ccnc1)n1ccnc1, CCS(N)(=O)=O, Cc1ccc(F)cc1C1NC(=O)CC(c2cc(Cl)ccc2OC(C)(C)C(=O)O)C12C(=O)Nc1cc(Cl)ccc12, Cl, [H-], [Na+], CN(C)C=O, O. The product is CCS(=O)(=O)NC(=O)C(C)(C)Oc1ccc(Cl)cc1C1CC(=O)NC(c2cc(F)ccc2C)C12C(=O)Nc1cc(Cl)ccc12. RXN SMILES: [C:40]([n:41]1[cH:42][cH:43][n:44][cH:45]1)([n:46]1[cH:47][cH:48][n:49][cH:50]1)=[O:51].[CH2:52]([CH3:53])[S:54](=[O:55])(=[O:56])[NH2:57].[Cl:1][c:2]1[cH:3][cH:4][c:5]2[c:9]([cH:10]1)[NH:8][C:7](=[O:11])[C:6]21[CH:12]([c:32]2[c:33]([CH3:39])[cH:34][cH:35][c:36]([F:38])[cH:37]2)[NH:13][C:14](=[O:31])[CH2:15][CH:16]1[c:17]1[c:18]([O:24][C:25]([CH3:26])([CH3:27])[C:28](=[O:29])[OH:30])[cH:19][cH:20][c:21]([Cl:23])[cH:22]1.[ClH:60].[H-:59].[Na+:58].[O:61]=[CH:62][N:63]([CH3:64])[CH3:65].[OH2:66]>>[Cl:1][c:2]1[cH:3][cH:4][c:5]2[c:9]([cH:10]1)[NH:8][C:7](=[O:11])[C:6]21[CH:12]([c:32]2[c:33]([CH3:39])[cH:34][cH:35][c:36]([F:38])[cH:37]2)[NH:13][C:14](=[O:31])[CH2:15][CH:16]1[c:17]1[c:18]([O:24][C:25]([CH3:26])([CH3:27])[C:28](=[O:29])[NH:57][S:54]([CH2:52][CH3:53])(=[O:55])=[O:56])[cH:19][cH:20][c:21]([Cl:23])[cH:22]1. Reactants: BrCCCBr, O=C([O-])[O-], CC#N, [K+], [K+], COC(=O)c1ccc(O)cc1. Yields the product COC(=O)c1ccc(OCCCBr)cc1. RXN SMILES: [Br:12][CH2:13][CH2:14][CH2:15][Br:16].[C:17](=[O:18])([O-:19])[O-:20].[CH3:23][C:24]#[N:25].[K+:21].[K+:22].[OH:1][c:2]1[cH:3][cH:4][c:5]([C:6](=[O:7])[O:8][CH3:9])[cH:10][cH:11]1>>[O:1]([c:2]1[cH:3][cH:4][c:5]([C:6](=[O:7])[O:8][CH3:9])[cH:10][cH:11]1)[CH2:15][CH2:14][CH2:13][Br:12]. Procedure details: A suspension of 2-hydroxy-3-methoxy-benzaldehyde (10.0 g, 65.6 mmol), 1-bromopropane (60 mL, 657 mmol) and K2CO3 (11.3 g, 82.1 mmol) in MeCN (250 mL) was heated to reflux for 12 h. The mixture was cooled to ambient temperature and the solution filtered. The filtrate was concentrated to give the title compound (12.9 g, quantitative) as light yellow oil: MS (ESI) m/e 195 (M+H)+. The product is COC=1C(=C(CCN)C=CC1)OCCC ((3-Methoxy-2-propoxy-benzyl)methylamine). RXN SMILES: [OH:1][C:2]1[C:9]([O:10][CH3:11])=[CH:8][CH:7]=[CH:6][C:3]=1[CH:4]=O.Br[CH2:13][CH2:14][CH3:15].C([O-])([O-])=O.[K+].[K+].C[C:23]#[N:24]>>[CH3:11][O:10][C:9]1[C:2]([O:1][CH2:13][CH2:14][CH3:15])=[C:3]([CH:6]=[CH:7][CH:8]=1)[CH2:4][CH2:23][NH2:24] |f:2.3.4|. Reactants: OC1=C(C=O)C=CC=C1OC (2-hydroxy-3-methoxy-benzaldehyde), BrCCC (1-bromopropane), C(=O)([O-])[O-].[K+].[K+] (K2CO3), CC#N (MeCN). Starting materials: O=C(Cl)c1cc(Cl)ccc1NS(=O)(=O)c1ccccc1, NC(c1ccccc1)c1ccccn1. Product: O=C(NC(c1ccccc1)c1ccccn1)c1cc(Cl)ccc1NS(=O)(=O)c1ccccc1. As a reaction SMILES: [c:1]1([S:7](=[O:8])(=[O:9])[NH:10][c:11]2[c:12]([C:13](=[O:14])[Cl:15])[cH:16][c:17]([Cl:20])[cH:18][cH:19]2)[cH:2][cH:3][cH:4][cH:5][cH:6]1.[c:21]1([CH:27]([c:28]2[n:29][cH:30][cH:31][cH:32][cH:33]2)[NH2:34])[cH:22][cH:23][cH:24][cH:25][cH:26]1>>[c:1]1([S:7](=[O:8])(=[O:9])[NH:10][c:11]2[c:12]([C:13](=[O:14])[NH:34][CH:27]([c:21]3[cH:22][cH:23][cH:24][cH:25][cH:26]3)[c:28]3[n:29][cH:30][cH:31][cH:32][cH:33]3)[cH:16][c:17]([Cl:20])[cH:18][cH:19]2)[cH:2][cH:3][cH:4][cH:5][cH:6]1. The reactants are CC(C)(CC(=O)NC1CCc2ccccc2NC1=O)NC(=O)OCc1ccccc1, BrCCCc1ccccc1. Yields the product CC(C)(CC(=O)NC1CCc2ccccc2N(CCCc2ccccc2)C1=O)NC(=O)OCc1ccccc1. As a reaction SMILES: [CH2:1]([c:2]1[cH:3][cH:4][cH:5][cH:6][cH:7]1)[O:8][C:9](=[O:10])[NH:11][C:12]([CH2:13][C:14](=[O:15])[NH:16][CH:17]1[C:18](=[O:28])[NH:19][c:20]2[c:21]([cH:24][cH:25][cH:26][cH:27]2)[CH2:22][CH2:23]1)([CH3:29])[CH3:30].[c:31]1([CH2:37][CH2:38][CH2:39][Br:40])[cH:32][cH:33][cH:34][cH:35][cH:36]1>>[CH2:1]([c:2]1[cH:3][cH:4][cH:5][cH:6][cH:7]1)[O:8][C:9](=[O:10])[NH:11][C:12]([CH2:13][C:14](=[O:15])[NH:16][CH:17]1[C:18](=[O:28])[N:19]([CH2:39][CH2:38][CH2:37][c:31]2[cH:32][cH:33][cH:34][cH:35][cH:36]2)[c:20]2[c:21]([cH:24][cH:25][cH:26][cH:27]2)[CH2:22][CH2:23]1)([CH3:29])[CH3:30]. Starting materials: II (I2), C(C)(C)(C)OC(CC[C@@H]1C(N[C@@H](C(N[C@@H](C(NCC(O[C@@H](CC(N1)=O)\C=C\CCSC(C1=CC=CC=C1)(C1=CC=CC=C1)C1=CC=CC=C1)=O)=O)C(C)C)=O)CSC(C1=CC=CC=C1)(C1=CC=CC=C1)C1=CC=CC=C1)=O)=O (3-[(6R,9S,12R,16S)-6-Isopropyl-2,5,8,11,14-pentaoxo-16-((E)-4-tritylsulfanyl-but-1-enyl)-9-tritylsulfanylmethyl-1-oxa-4,7,10,13-tetraaza-cyclohexadec-12-yl]-propionic acid tert-butyl ester). The solvent is C(Cl)Cl.CO (CH2Cl2 MeOH). Product: C(C)(C)(C)OC(CC[C@H]1NC(C[C@@H]/2OC(CNC([C@H](NC([C@@H](CSSCC\C=C2)NC1=O)=O)C(C)C)=O)=O)=O)=O (3-((E)-(1S,7R,10S,21R)-7-Isopropyl-3,6,9,19,22-pentaoxo-2-oxa-12,13-dithia-5,8,20,23-tetraaza-bicyclo[8.7.6]tricos-16-en-21-yl)-propionic acid tert-butyl ester). The yield is 69.6%. RXN SMILES: II.[C:3]([O:7][C:8](=[O:80])[CH2:9][CH2:10][C@H:11]1[NH:26][C:25](=[O:27])[CH2:24][C@@H:23](/[CH:28]=[CH:29]/[CH2:30][CH2:31][S:32]C(C2C=CC=CC=2)(C2C=CC=CC=2)C2C=CC=CC=2)[O:22][C:21](=[O:52])[CH2:20][NH:19][C:18](=[O:53])[C@@H:17]([CH:54]([CH3:56])[CH3:55])[NH:16][C:15](=[O:57])[C@@H:14]([CH2:58][S:59]C(C2C=CC=CC=2)(C2C=CC=CC=2)C2C=CC=CC=2)[NH:13][C:12]1=[O:79])([CH3:6])([CH3:5])[CH3:4]>C(Cl)Cl.CO>[C:3]([O:7][C:8](=[O:80])[CH2:9][CH2:10][C@@H:11]1[C:12](=[O:79])[NH:13][C@@H:14]2[CH2:58][S:59][S:32][CH2:31][CH2:30][CH:29]=[CH:28][C@@H:23]([O:22][C:21](=[O:52])[CH2:20][NH:19][C:18](=[O:53])[C@@H:17]([CH:54]([CH3:56])[CH3:55])[NH:16][C:15]2=[O:57])[CH2:24][C:25](=[O:27])[NH:26]1)([CH3:6])([CH3:5])[CH3:4] |f:2.3|. Procedure: To a solution of I2 (117 mg, 0.46 mmol) in CH2Cl2/MeOH (9:1, 130 mL) was added dropwise a solution of bis-trityl 8F (50 mg, 0.046 mmol) over 30 minutes. After a further 30 min the reaction was quenched by the addition of sodium thiosulfate (0.05M, 50 mL) followed by brine (20 mL). The organic phase was separated and the aqueous phase extracted with CH2Cl2 (3×25 mL). The combined organic phase was dried (MgSO4) before concentration in vacuo gave a white solid. Purification by column chromatograph... The reactants are Cc1ccccc1, C1CCC2=NCCCN2CC1, [N-]=[N+]=NP(=O)(c1ccccc1)c1ccccc1, OCc1nccs1. Yields the product [N-]=[N+]=NCc1nccs1. RXN SMILES: [CH3:36][c:37]1[cH:38][cH:39][cH:40][cH:41][cH:42]1.[N:18]12[CH2:19][CH2:20][CH2:21][N:22]=[C:23]1[CH2:24][CH2:25][CH2:26][CH2:27][CH2:28]2.[c:1]1([P:2]([c:3]2[cH:4][cH:5][cH:6][cH:7][cH:8]2)(=[O:9])[N:15]=[N+:16]=[N-:17])[cH:10][cH:11][cH:12][cH:13][cH:14]1.[s:29]1[c:30]([CH2:34][OH:35])[n:31][cH:32][cH:33]1>>[N:15](=[N+:16]=[N-:17])[CH2:34][c:30]1[s:29][cH:33][cH:32][n:31]1. Starting materials: Cl.[N+](=O)([O-])C1=CC=C2CCNCC2=C1 (7-nitro-1,2,3,4-tetrahydroisoquinoline hydrochloride), [OH-].[Na+] (sodium hydroxide), Cl (hydrochloric acid), C1CO1 (ethylene oxide). Run in C(C)O (ethanol), C(C)O (ethanol), C(C)O (ethanol). Reaction conditions: time 8 hour. Yields the product Cl.OCCC1NCCC2=CC=C(C=C12)[N+](=O)[O-] (2-Hydroxyethyl-7-nitro-1,2,3,4-tetrahydroisoquinoline hydrochloride). The yield is 62.0%. Reaction SMILES: [ClH:1].[N+:2]([C:5]1[CH:14]=[C:13]2[C:8]([CH2:9][CH2:10][NH:11][CH2:12]2)=[CH:7][CH:6]=1)([O-:4])=[O:3].[OH-].[Na+].[CH2:17]1[O:19][CH2:18]1.Cl>C(O)C>[ClH:1].[OH:19][CH2:18][CH2:17][CH:12]1[C:13]2[C:8](=[CH:7][CH:6]=[C:5]([N+:2]([O-:4])=[O:3])[CH:14]=2)[CH2:9][CH2:10][NH:11]1 |f:0.1,2.3,7.8|. Procedure details: To a solution of 7-nitro-1,2,3,4-tetrahydroisoquinoline hydrochloride (5.01 g, 23.3 mmol) in ethanol (200 ml) at 0° C. in a pressure bottle was added 2.5 M sodium hydroxide solution (10 ml). This solution was stirred for 0.2 h before ethylene oxide (4.2 ml) was added and the bottle was capped and the solution was stirred overnight while slowly allowing it to warm to ambient temperature. The solvent was concentrated and the aqueous solution was extracted twice with dichloromethane. The combined a... Starting materials: FC(C1=CC=C(C=C1)C1CC(C2=CC(=CC=C12)O)=O)(F)F (3-(4-(Trifluoromethyl)phenyl)-2,3-dihydro-6-hydroxyinden-1-one), OC1=CC=C2C(CC(C2=C1)=O)C1=CC=CC=C1 (2,3-dihydro-6-hydroxy-3-phenylinden-1-one). Reaction conditions: time 3 hour. The product is C(C)(=O)OC=1C=C2C(CC(C2=CC1)C1=CC=C(C=C1)C(F)(F)F)=O (1-(4-(Trifluoromethyl)phenyl)-2,3-dihydro-3-oxo-1H-inden-5-yl acetate). Yield: 99.0%. As a reaction SMILES: [F:1][C:2]([F:21])([F:20])[C:3]1[CH:8]=[CH:7][C:6]([CH:9]2[C:17]3[C:12](=[CH:13][C:14]([OH:18])=[CH:15][CH:16]=3)[C:11](=[O:19])[CH2:10]2)=[CH:5][CH:4]=1.[OH:22][C:23]1C=C2C(C(C3C=CC=CC=3)CC2=O)=C[CH:24]=1>>[C:23]([O:18][C:14]1[CH:13]=[C:12]2[C:17](=[CH:16][CH:15]=1)[CH:9]([C:6]1[CH:5]=[CH:4][C:3]([C:2]([F:20])([F:21])[F:1])=[CH:8][CH:7]=1)[CH2:10][C:11]2=[O:19])(=[O:22])[CH3:24]. Procedure: The procedure of Step 3 of Example 1 was repeated except for using 3-(4-(trifluoromethyl)phenyl)-2,3-dihydro-6-hydroxyinden-1-one obtained in Step 2 as a starting material instead of 2,3-dihydro-6-hydroxy-3-phenylinden-1-one and being stirred for 3 h to obtain the title compound (99%).